This data is from the Open Reaction Database (ORD), a public repository of structured organic reaction records. The task is: describe an organic reaction: reactants, conditions, products, and yield Starting materials: N1=CN=CC2=CC(=CC=C12)CN (C-quinazolin-6-yl-methylamine), BrC=1C(=NC=C(N1)Br)N (3,5-dibromo-pyrazin-2-ylamine), C(C)(C)N(CC)C(C)C (diisopropylethylamine). Run in CCCCO (n-BuOH). Run at temperature 120 celsius. Yields the product BrC=1N=C(C(=NC1)N)NCC=1C=C2C=NC=NC2=CC1 (5-Bromo-N*3*-quinazolin-6-ylmethyl-pyrazine-2,3-diamine). The yield is 38.9%. RXN SMILES: [N:1]1[C:10]2[C:5](=[CH:6][C:7]([CH2:11][NH2:12])=[CH:8][CH:9]=2)[CH:4]=[N:3][CH:2]=1.Br[C:14]1[C:15]([NH2:21])=[N:16][CH:17]=[C:18]([Br:20])[N:19]=1.C(N(C(C)C)CC)(C)C>CCCCO>[Br:20][C:18]1[N:19]=[C:14]([NH:12][CH2:11][C:7]2[CH:6]=[C:5]3[C:10](=[CH:9][CH:8]=2)[N:1]=[CH:2][N:3]=[CH:4]3)[C:15]([NH2:21])=[N:16][CH:17]=1. Procedure: To the solution of C-quinazolin-6-yl-methylamine (1.2 g, 7.916 mmol) and 2.06 gram of 3,5-dibromo-pyrazin-2-ylamine (2.06 g, 7.916 mmol) in n-BuOH (18 mL) was added diisopropylethylamine (7.0 mL, 40 mmol) at room temperature. The reaction mixture was heated up to 120° C. for two days under nitrogen. The reaction was cooled down, n-BuOH is evaporated directly via rotavapor, followed by purification via a silica gel column to get 5-Bromo-N*3*-quinazolin-6-ylmethyl-pyrazine-2,3-diamine (1.02 g, yie... The reactants are OC1=CC(OC1C1=CC=CC=C1)=O (4-hydroxy-5-phenyl-5H-furan-2-one), C(C1=CC=CC=C1)=O (benzaldehyde), C(C)C1=CC=C2C(=CNC2=C1)CCN (2-(6-ethyl-1H-indol-3-yl)-ethylamine). The product is NCCC1=C(NC2=CC(=CC=C12)CC)C(C=1C(OC(C1O)C1=CC=CC=C1)=O)C1=CC=CC=C1 (3-{[3-(2-Amino-ethyl)-6-ethyl-1H-indol-2-yl]-phenyl-methyl}-4-hydroxy-5-phenyl-5H-furan-2-one). Reaction SMILES: [OH:1][C:2]1[CH:6]([C:7]2[CH:12]=[CH:11][CH:10]=[CH:9][CH:8]=2)[O:5][C:4](=[O:13])[CH:3]=1.[CH:14](=O)[C:15]1[CH:20]=[CH:19][CH:18]=[CH:17][CH:16]=1.[CH2:22]([C:24]1[CH:32]=[C:31]2[C:27]([C:28]([CH2:33][CH2:34][NH2:35])=[CH:29][NH:30]2)=[CH:26][CH:25]=1)[CH3:23]>>[NH2:35][CH2:34][CH2:33][C:28]1[C:27]2[C:31](=[CH:32][C:24]([CH2:22][CH3:23])=[CH:25][CH:26]=2)[NH:30][C:29]=1[CH:14]([C:15]1[CH:20]=[CH:19][CH:18]=[CH:17][CH:16]=1)[C:3]1[C:4](=[O:13])[O:5][CH:6]([C:7]2[CH:12]=[CH:11][CH:10]=[CH:9][CH:8]=2)[C:2]=1[OH:1]. Procedure details: Using general procedure C, 4-hydroxy-5-phenyl-5H-furan-2-one (Lit. 14) was reacted with benzaldehyde and 2-(6-ethyl-1H-indol-3-yl)-ethylamine (Lit. 8) to give the title compound as a white solid; MS: 453.3 ([M+H]+). Product: [N+](=O)([O-])C1=CC=C(CF)C=C1 (4-nitrobenzyl fluoride). The reactants are [N+](=O)([O-])C1=CC=C(CO)C=C1 (4-nitrobenzyl alcohol), FC(C(OS(F)(F)F)C(F)(F)F)(F)F (2,2,2-trifluoro-1-(trifluoromethyl)ethoxysulfur trifluoride). Reported procedure: A solution of 0.77 g (5 mmol) of 4-nitrobenzyl alcohol in 15 ml of methylene chloride was added dropwise over a period of 10 min to a stirred solution of 2.0 g (7.8 mmol) of 2,2,2-trifluoro-1-(trifluoromethyl)ethoxysulfur trifluoride in 5 ml of methylene chloride cooled to 10°. The reaction mixture was warmed to room temperature and then evaporated to dryness under reduced pressure. The residue was recrystallized from pentane to give 0.59 g (76%) of 4-nitrobenzyl fluoride as colorless needles: m... RXN SMILES: [N+:1]([C:4]1[CH:11]=[CH:10][C:7]([CH2:8]O)=[CH:6][CH:5]=1)([O-:3])=[O:2].[F:12]C(F)(F)C(C(F)(F)F)OS(F)(F)F>C(Cl)Cl>[N+:1]([C:4]1[CH:11]=[CH:10][C:7]([CH2:8][F:12])=[CH:6][CH:5]=1)([O-:3])=[O:2]. Solvent: C(Cl)Cl (methylene chloride), C(Cl)Cl (methylene chloride). The yield is 76.1%. Reactants: BrN1C(CCC1=O)=O (N-bromosuccinimide), C(#N)N1C2=C(CCC3=C1C=CC=C3)C=CC=C2 (5-cyano-10,11-dihydro-5H-dibenz[b,f]-azepine). The reagents and catalysts are C(C1=CC=CC=C1)(=O)OOC(C1=CC=CC=C1)=O (dibenzoylperoxide). The solvent is C(Cl)(Cl)(Cl)Cl (CCl4). Run at temperature 2.5 celsius, time 55 minute. Product: C(#N)N1C2=C(CC(C3=C1C=CC=C3)Br)C=CC=C2 (5-cyano-10-bromo-10,11-dihydro-5H-dibenz[b,f]azepine). Isolated yield 91.4%. RXN SMILES: [C:1]([N:3]1[C:9]2[CH:10]=[CH:11][CH:12]=[CH:13][C:8]=2[CH2:7][CH2:6][C:5]2[CH:14]=[CH:15][CH:16]=[CH:17][C:4]1=2)#[N:2].[Br:18]N1C(=O)CCC1=O>C(OOC(=O)C1C=CC=CC=1)(=O)C1C=CC=CC=1.C(Cl)(Cl)(Cl)Cl>[C:1]([N:3]1[C:4]2[CH:17]=[CH:16][CH:15]=[CH:14][C:5]=2[CH:6]([Br:18])[CH2:7][C:8]2[CH:13]=[CH:12][CH:11]=[CH:10][C:9]1=2)#[N:2]. Procedure: 6.60 g (0.030 mols) of 5-cyano-10,11-dihydro-5H-dibenz[b,f]-azepine (I) are stirred at 50° C. with 50 ml of CCl4. The fluid suspension is added under stirring with 5.6 g (0.0315 mols) of N-bromosuccinimide of purity above 98%, then with 0.37 g (0.0015 mols) of dibenzoylperoxide. Temperature is raised to mild reflux and the mixture is stirred for a further 55 minutes controlling the formed foam, then cooled and solvent is evaporated off. The residue is suspended in toluene (15 ml) at 80° C. for 2... The reactants are C(C)[C@H]([C@H](CO)C)C1=CC(=CC=C1)OCC1=CC=CC=C1 ((βR,γR)-γ-ethyl-β-methyl-3-(phenylmethoxy)benzenepropanol), S(=O)(Cl)Cl (thionyl chloride). The reagents and catalysts are CN(C=O)C (N, N-dimethylformamide). Solvent: ClCCl (dichloromethane). Yields the product ClC[C@@H]([C@@H](CC)C1=CC(=CC=C1)OCC1=CC=CC=C1)C (1-[(1R,2R)-3-chloro-1-ethyl-2-methylpropyl]-3-(phenylmethoxy)benzene). The yield is 88.1%. As a reaction SMILES: [CH2:1]([C@@H:3]([C:8]1[CH:13]=[CH:12][CH:11]=[C:10]([O:14][CH2:15][C:16]2[CH:21]=[CH:20][CH:19]=[CH:18][CH:17]=2)[CH:9]=1)[C@@H:4]([CH3:7])[CH2:5]O)[CH3:2].S(Cl)([Cl:24])=O>ClCCl.CN(C)C=O>[Cl:24][CH2:5][C@H:4]([CH3:7])[C@H:3]([C:8]1[CH:13]=[CH:12][CH:11]=[C:10]([O:14][CH2:15][C:16]2[CH:21]=[CH:20][CH:19]=[CH:18][CH:17]=2)[CH:9]=1)[CH2:1][CH3:2]. Reported procedure: The product of Example 32 (2.6 g, 9 mmol) was dissolved in dichloromethane, the mixture was cooled in an ice-water bath, then N, N-dimethylformamide (2 drops) was added and thionyl chloride (0.64 mL, 10 mmol) was added dropwise, after the addition was complete, the reaction was conducted under reflux for 6 hours and quenched by adding water. After the reaction solution was separated, the aqueous phase was extracted with dichloromethane three times, and the organic phases were combined, washed wi...